Dataset: the Open Reaction Database (ORD), a public repository of structured organic reaction records. Task: describe an organic reaction: reactants, conditions, products, and yield Reactants: 27.1, ClCCN(C1=CC=C(C=C1)OC)CCCl (N,N-bis(2-chloroethyl)-4-methoxybenzenamine), NC1=CC=C(C=C1)N1N=CC(N(C1=O)CCCC)=O (2-(4-aminophenyl)-4-butyl-1,2,4-triazine-3,5(2H,4H)-dione), C(O)([O-])=O.[Na+] (sodium hydrogen carbonate), CC(C)(C)O (2-methyl-2-propanol). Solvent: O (water). Run at time 8 hour. Product: 19.8, C(CCC)N1C(N(N=CC1=O)C1=CC=C(C=C1)N1CCN(CC1)C1=CC=C(C=C1)OC)=O (4-butyl-2-[4-[4-(4-methoxyphenyl)-1-piperazinyl]phenyl]-1,2,4-triazine-3,5(2H,4H)-dione). The yield is 41.3%. Reaction SMILES: Cl[CH2:2][CH2:3][N:4]([CH2:13][CH2:14]Cl)[C:5]1[CH:10]=[CH:9][C:8]([O:11][CH3:12])=[CH:7][CH:6]=1.[NH2:16][C:17]1[CH:22]=[CH:21][C:20]([N:23]2[C:28](=[O:29])[N:27]([CH2:30][CH2:31][CH2:32][CH3:33])[C:26](=[O:34])[CH:25]=[N:24]2)=[CH:19][CH:18]=1.C(=O)([O-])O.[Na+].CC(O)(C)C>O>[CH2:30]([N:27]1[C:26](=[O:34])[CH:25]=[N:24][N:23]([C:20]2[CH:19]=[CH:18][C:17]([N:16]3[CH2:14][CH2:13][N:4]([C:5]4[CH:10]=[CH:9][C:8]([O:11][CH3:12])=[CH:7][CH:6]=4)[CH2:3][CH2:2]3)=[CH:22][CH:21]=2)[C:28]1=[O:29])[CH2:31][CH2:32][CH3:33] |f:2.3|. Procedure: A mixture of 27.1 parts of N,N-bis(2-chloroethyl)-4-methoxybenzenamine, 29 parts of 2-(4-aminophenyl)-4-butyl-1,2,4-triazine-3,5(2H,4H)-dione, 18.4 parts of sodium hydrogen carbonate and 350 parts of 2-methyl-2-propanol was stirred overnight at reflux temperature. After cooling, 200 parts of water was added. The precipitated product was filtered off and crystallized from 4-methyl-2-pentanone. The product was filtered off and dried in vacuo at 75° C., yielding 19.8 parts (41.3%) of 4-butyl-2-[4-[...